This data is from the Open Reaction Database (ORD), a public repository of structured organic reaction records. The task is: describe an organic reaction: reactants, conditions, products, and yield The reactants are Cc1cc(N(O[Si](C)(C)C(C)(C)C)C(C)(C)C)ccc1C(=O)Nc1ccccn1, C1CCOC1, CCCC[N+](CCCC)(CCCC)CCCC, CCOC(C)=O, [Cl-], [F-], [NH4+], O. The product is Cc1cc(N(O)C(C)(C)C)ccc1C(=O)Nc1ccccn1. As a reaction SMILES: [C:1]([CH3:2])([CH3:3])([CH3:4])[N:5]([O:6][Si:7]([C:8]([CH3:9])([CH3:10])[CH3:11])([CH3:12])[CH3:13])[c:14]1[cH:15][c:16]([CH3:29])[c:17]([C:18](=[O:19])[NH:20][c:21]2[n:22][cH:23][cH:24][cH:25][cH:26]2)[cH:27][cH:28]1.[CH2:51]1[O:52][CH2:53][CH2:54][CH2:55]1.[CH3:31][CH2:32][CH2:33][CH2:34][N+:35]([CH2:36][CH2:37][CH2:38][CH3:39])([CH2:40][CH2:41][CH2:42][CH3:43])[CH2:44][CH2:45][CH2:46][CH3:47].[CH3:56][CH2:57][O:58][C:59](=[O:60])[CH3:61].[Cl-:49].[F-:30].[NH4+:50].[OH2:48]>>[C:1]([CH3:2])([CH3:3])([CH3:4])[N:5]([OH:6])[c:14]1[cH:15][c:16]([CH3:29])[c:17]([C:18](=[O:19])[NH:20][c:21]2[n:22][cH:23][cH:24][cH:25][cH:26]2)[cH:27][cH:28]1. The reactants are N1C(C2(C3=CC=CC=C13)C1=C(OC2)C=C2OCCC2=C1)=O (5,6-dihydrospiro[benzo[1,2-b:5,4-b′]difuran-3,3′-indol]-2′(1′H)-one), BrCC=1OC(=CC1)C(F)(F)F (2-(bromomethyl)-5-(trifluoromethyl)furan), CC1=NOC2=C1C=C1C(=C2)OCC12C(NC1=CC=CC=C21)=O (3-methylspiro[furo[3,2-f][1,2]benzisoxazole-5,3′-indol]-2′(1′H)-one), ClCC1CNC(O1)=O (5-chloromethyl-2-oxazolidinone). Product: O=C1OC(CN1)CN1C(C2(C3=CC=CC=C13)C1=C(OC2)C=C2OCCC2=C1)=O (1′-[(2-oxo-1,3-oxazolidin-5-yl)methyl]-5,6-dihydrospiro[benzo[1,2-b:5,4-b′]difuran-3,3′-indol]-2′(1′H)-one). Reaction SMILES: [NH:1]1[C:9]2[C:4](=[CH:5][CH:6]=[CH:7][CH:8]=2)[C:3]2([CH2:13][O:12][C:11]3[CH:14]=[C:15]4[C:19](=[CH:20][C:10]2=3)[CH2:18][CH2:17][O:16]4)[C:2]1=[O:21].CC1C2C=C3C4(C5C(=CC=CC=5)NC4=O)COC3=CC=2ON=1.Cl[CH2:45][CH:46]1[O:50][C:49](=[O:51])[NH:48][CH2:47]1.BrCC1OC(C(F)(F)F)=CC=1>>[O:51]=[C:49]1[NH:48][CH2:47][CH:46]([CH2:45][N:1]2[C:9]3[C:4](=[CH:5][CH:6]=[CH:7][CH:8]=3)[C:3]3([CH2:13][O:12][C:11]4[CH:14]=[C:15]5[C:19](=[CH:20][C:10]3=4)[CH2:18][CH2:17][O:16]5)[C:2]2=[O:21])[O:50]1. Procedure: Following the procedure as described in EXAMPLE 9 and making non-critical variations using 5,6-dihydrospiro[benzo[1,2-b:5,4-b′]difuran-3,3′-indol]-2′(1′H)-one to replace 3-methylspiro[furo[3,2-f][1,2]benzisoxazole-5,3′-indol]-2′(1′H)-one, and 5-chloromethyl-2-oxazolidinone to replace 2-(bromomethyl)-5-(trifluoromethyl)furan, 1′-[(2-oxo-1,3-oxazolidin-5-yl)methyl]-5,6-dihydrospiro[benzo[1,2-b:5,4-b′]difuran-3,3′-indol]-2′(1′H)-one was obtained (32%) as a colorless solid: mp 197-198° C.; 1H NMR (3... Reactants: ClCCCl, OC(c1cc(F)cc(F)c1)c1cc(F)cc(F)c1, O=[Mn]=O. Product: O=C(c1cc(F)cc(F)c1)c1cc(F)cc(F)c1. As a reaction SMILES: [Cl:22][CH2:23][CH2:24][Cl:25].[F:1][c:2]1[cH:3][c:4]([CH:9]([OH:10])[c:11]2[cH:12][c:13]([F:18])[cH:14][c:15]([F:17])[cH:16]2)[cH:5][c:6]([F:8])[cH:7]1.[O:19]=[Mn:20]=[O:21]>>[F:1][c:2]1[cH:3][c:4]([C:9](=[O:10])[c:11]2[cH:12][c:13]([F:18])[cH:14][c:15]([F:17])[cH:16]2)[cH:5][c:6]([F:8])[cH:7]1. The reactants are CC(NC(=O)c1cc(CBr)cc(N(C)S(C)(=O)=O)c1)c1ccc(F)cc1, NC(CO)(CO)Cc1ccccc1, CN(C)C=O. The product is CC(NC(=O)c1cc(COCC(N)(CO)Cc2ccccc2)cc(N(C)S(C)(=O)=O)c1)c1ccc(F)cc1. Reaction SMILES: [Br:14][CH2:15][c:16]1[cH:17][c:18]([C:19](=[O:20])[NH:21][CH:22]([CH3:23])[c:24]2[cH:25][cH:26][c:27]([F:30])[cH:28][cH:29]2)[cH:31][c:32]([N:34]([S:35](=[O:36])(=[O:37])[CH3:38])[CH3:39])[cH:33]1.[NH2:1][C:2]([CH2:3][OH:4])([CH2:5][OH:6])[CH2:7][c:8]1[cH:9][cH:10][cH:11][cH:12][cH:13]1.[O:40]=[CH:41][N:42]([CH3:43])[CH3:44]>>[NH2:1][C:2]([CH2:3][OH:4])([CH2:5][O:6][CH2:15][c:16]1[cH:17][c:18]([C:19](=[O:20])[NH:21][CH:22]([CH3:23])[c:24]2[cH:25][cH:26][c:27]([F:30])[cH:28][cH:29]2)[cH:31][c:32]([N:34]([S:35](=[O:36])(=[O:37])[CH3:38])[CH3:39])[cH:33]1)[CH2:7][c:8]1[cH:9][cH:10][cH:11][cH:12][cH:13]1. Procedure: Off-white solid. MS (ESI): 405.12 (MH+). This example was prepared in analogy to example 1 step C) to D) from 4-(2-methoxy-ethyl)-piperidine-4-carboxylic acid ethyl ester (example 1 step B)) thiophene-2-sulfonyl chloride and 4-ethyl-aniline. The product is C(C)C1=CC=C(C=C1)N1C(C2(CC1)CCN(CC2)S(=O)(=O)C=2SC=CC2)=O (2-(4-Ethyl-phenyl)-8-(thiophene-2-sulfonyl)-2,8-diaza-spiro[4.5]decan-1-one). RXN SMILES: C(O[C:4]([C:6]1([CH2:12][CH2:13]OC)[CH2:11][CH2:10][NH:9][CH2:8][CH2:7]1)=[O:5])C.[S:16]1[CH:20]=[CH:19][CH:18]=[C:17]1[S:21](Cl)(=[O:23])=[O:22].[CH2:25]([C:27]1[CH:33]=[CH:32][C:30]([NH2:31])=[CH:29][CH:28]=1)[CH3:26]>>[CH2:25]([C:27]1[CH:33]=[CH:32][C:30]([N:31]2[CH2:13][CH2:12][C:6]3([CH2:7][CH2:8][N:9]([S:21]([C:17]4[S:16][CH:20]=[CH:19][CH:18]=4)(=[O:23])=[O:22])[CH2:10][CH2:11]3)[C:4]2=[O:5])=[CH:29][CH:28]=1)[CH3:26]. Starting materials: C(C)OC(=O)C1(CCNCC1)CCOC (4-(2-methoxy-ethyl)-piperidine-4-carboxylic acid ethyl ester), S1C(=CC=C1)S(=O)(=O)Cl (thiophene-2-sulfonyl chloride), C(C)C1=CC=C(N)C=C1 (4-ethyl-aniline). Reactants: FC(C1=CC=C(C=C1)S(=O)(=O)N1C2=C(OCC1)N=CC(=C2)C(=O)OC)(F)F (methyl 1-(4-(trifluoromethyl)phenylsulfonyl)-2,3-dihydro-1H-pyrido[2,3-b][1,4]oxazine-7-carboxylate), N (NH3). RXN SMILES: [F:1][C:2]([F:27])([F:26])[C:3]1[CH:8]=[CH:7][C:6]([S:9]([N:12]2[CH2:17][CH2:16][O:15][C:14]3[N:18]=[CH:19][C:20]([C:22](OC)=[O:23])=[CH:21][C:13]2=3)(=[O:11])=[O:10])=[CH:5][CH:4]=1.[NH3:28]>CO>[F:1][C:2]([F:27])([F:26])[C:3]1[CH:8]=[CH:7][C:6]([S:9]([N:12]2[CH2:17][CH2:16][O:15][C:14]3[N:18]=[CH:19][C:20]([C:22]([NH2:28])=[O:23])=[CH:21][C:13]2=3)(=[O:10])=[O:11])=[CH:5][CH:4]=1. Conditions: time 72 hour. Isolated yield 100.0%. The solvent is CO (MeOH). The product is FC(C1=CC=C(C=C1)S(=O)(=O)N1C2=C(OCC1)N=CC(=C2)C(=O)N)(F)F (1-(4-(trifluoromethyl)phenylsulfonyl)-2,3-dihydro-1H-pyrido[2,3-b][1,4]oxazine-7-carboxamide). Procedure: A solution of methyl 1-(4-(trifluoromethyl)phenylsulfonyl)-2,3-dihydro-1H-pyrido[2,3-b][1,4]oxazine-7-carboxylate (500 mg, 1.243 mmol) in 7 M NH3 in MeOH (10 mL) was heated to 60° C. and stirred at that temperature for 72 h. The solvent was removed under reduced pressure to provide 1-(4-(trifluoromethyl)phenylsulfonyl)-2,3-dihydro-1H-pyrido[2,3-b][1,4]oxazine-7-carboxamide (481 mg, 1.243 mmol, 100% yield) as a white solid. LCMS (+ESI) m/z=388.1 [M+H]+. The reactants are CCOC(C)=O, CCOC(=O)c1coc(-c2ccc(CCl)cc2)n1, [H-], [Na+], CN(C)C=O, c1ccc2[nH]ncc2c1. The product is CCOC(=O)c1coc(-c2ccc(Cn3ncc4ccccc43)cc2)n1. RXN SMILES: [CH3:35][CH2:36][O:37][C:38]([CH3:39])=[O:40].[Cl:12][CH2:13][c:14]1[cH:15][cH:16][c:17](-[c:20]2[o:21][cH:22][c:23]([C:25](=[O:26])[O:27][CH2:28][CH3:29])[n:24]2)[cH:18][cH:19]1.[H-:10].[Na+:11].[O:30]=[CH:31][N:32]([CH3:33])[CH3:34].[nH:1]1[n:2][cH:3][c:4]2[cH:5][cH:6][cH:7][cH:8][c:9]12>>[n:1]1([CH2:13][c:14]2[cH:15][cH:16][c:17](-[c:20]3[o:21][cH:22][c:23]([C:25](=[O:26])[O:27][CH2:28][CH3:29])[n:24]3)[cH:18][cH:19]2)[n:2][cH:3][c:4]2[cH:5][cH:6][cH:7][cH:8][c:9]12.